Dataset: the Open Reaction Database (ORD), a public repository of structured organic reaction records. Task: describe an organic reaction: reactants, conditions, products, and yield Starting materials: C1(=CC=CC=C1)CCCCCCCCCCC(=O)O (11-phenylundecanoic acid), Cl.Cl.C(C1=CC=CC=C1)OC(C[C@H](CN(C)C)N)=O ((R)-3-amino-4-dimethylamino-butyric acid benzyl ester dihydrochloride). Product: C(C1=CC=CC=C1)OC(C[C@H](CN(C)C)NC(CCCCCCCCCCC1=CC=CC=C1)=O)=O ((R)-4-dimethylamino-3-(11-phenyl-undecanoylamino)-butyric acid benzyl ester). As a reaction SMILES: [C:1]1([CH2:7][CH2:8][CH2:9][CH2:10][CH2:11][CH2:12][CH2:13][CH2:14][CH2:15][CH2:16][C:17]([OH:19])=O)[CH:6]=[CH:5][CH:4]=[CH:3][CH:2]=1.Cl.Cl.[CH2:22]([O:29][C:30](=[O:38])[CH2:31][C@@H:32]([NH2:37])[CH2:33][N:34]([CH3:36])[CH3:35])[C:23]1[CH:28]=[CH:27][CH:26]=[CH:25][CH:24]=1>>[CH2:22]([O:29][C:30](=[O:38])[CH2:31][C@@H:32]([NH:37][C:17](=[O:19])[CH2:16][CH2:15][CH2:14][CH2:13][CH2:12][CH2:11][CH2:10][CH2:9][CH2:8][CH2:7][C:1]1[CH:2]=[CH:3][CH:4]=[CH:5][CH:6]=1)[CH2:33][N:34]([CH3:35])[CH3:36])[C:23]1[CH:28]=[CH:27][CH:26]=[CH:25][CH:24]=1 |f:1.2.3|. Procedure details: The title compound, m/e=391.5 ([M+H]+), was produced in analogy with intermediate 1, steps 3 and 4. Thus, commercially available 11-phenylundecanoic acid was coupled in step 3 with (R)-3-amino-4-dimethylamino-butyric acid benzyl ester dihydrochloride to produce (R)-4-dimethylamino-3-(11-phenyl-undecanoylamino)-butyric acid benzyl ester, which was hydrogenated in step 4. Starting materials: CCOC(C)=O, COC(=O)C1=Cc2cc(Cl)ccc2OC1, [H][H]. Product: COC(=O)C1COc2ccc(Cl)cc2C1. Reaction SMILES: [CH3:18][CH2:19][O:20][C:21](=[O:22])[CH3:23].[Cl:1][c:2]1[cH:3][cH:4][c:5]2[c:6]([cH:15]1)[CH:7]=[C:8]([C:11](=[O:12])[O:13][CH3:14])[CH2:9][O:10]2.[H:16][H:17]>>[Cl:1][c:2]1[cH:3][cH:4][c:5]2[c:6]([cH:15]1)[CH2:7][CH:8]([C:11](=[O:12])[O:13][CH3:14])[CH2:9][O:10]2.